From a dataset of the Open Reaction Database (ORD), a public repository of structured organic reaction records. describe an organic reaction: reactants, conditions, products, and yield Run in C1=CC=CC=C1 (benzene). Conditions: time 4 day. Product: CC=1C[C@H]2C(CC([C@H]2CC1C)=O)=O (5,6-Dimethyl cis-3a,4,7,7a-tetrahydroindane-1,3-dione). RXN SMILES: [C:1]1(=[O:7])[CH:5]=[CH:4][C:3](=[O:6])[CH2:2]1.[CH3:8][C:9]([C:11]([CH3:13])=[CH2:12])=[CH2:10].C(C1C=C(O)C(C(C)(C)C)=CC=1O)(C)(C)C>C1C=CC=CC=1>[CH3:8][C:9]1[CH2:10][C@@H:5]2[C@H:4]([CH2:12][C:11]=1[CH3:13])[C:3](=[O:6])[CH2:2][C:1]2=[O:7]. The reactants are C1(CC(C=C1)=O)=O (4-cyclopentene-1,3-dione), CC(=C)C(=C)C (2,3-dimethyl butadiene), C(C)(C)(C)C1=C(O)C=C(C(=C1)O)C(C)(C)C (2,5-di-t-butyl hydroquinone). Procedure: A solution of 4-cyclopentene-1,3-dione (5.48g; 0.06 mole) and 2,3-dimethyl butadiene (10.4g; 0.127 mole) in dry benzene (20ml) were treated with a few crystals of 2,5-di-t-butyl hydroquinone and allowed to stand at ambient temperature for 4 days. After refluxing for 15 mins the mixture was cooled and the pale orange solid filtered. Recrystallisation from benzene, methanol afforded the title product as a white solid, m.p. 157°-158° C. Starting materials: C=CCBr, C1CCOC1, OCc1c(F)cccc1I, [H-], [Na+]. Yields the product C=CCOCc1c(F)cccc1I. RXN SMILES: [CH2:13]([CH:14]=[CH2:15])[Br:16].[CH2:17]1[O:18][CH2:19][CH2:20][CH2:21]1.[F:1][c:2]1[c:3]([CH2:9][OH:10])[c:4]([I:8])[cH:5][cH:6][cH:7]1.[H-:12].[Na+:11]>>[F:1][c:2]1[c:3]([CH2:9][O:10][CH2:15][CH:14]=[CH2:13])[c:4]([I:8])[cH:5][cH:6][cH:7]1. Reactants: ClC1=CC(=NC2=CC(=CC=C12)OC)C1=CC=C(C=C1)C (4-chloro-7-methoxy-2-p-tolyl-quinoline), C(O)CN (ethanolamine). The product is Cl.COC1=CC=C2C(=CC(=NC2=C1)C1=CC=C(C=C1)C)NCCO (2-(7-Methoxy-2-p-tolyl-quinolin-4-ylamino)-ethanol hydrochloride). RXN SMILES: [Cl:1][C:2]1[C:11]2[C:6](=[CH:7][C:8]([O:12][CH3:13])=[CH:9][CH:10]=2)[N:5]=[C:4]([C:14]2[CH:19]=[CH:18][C:17]([CH3:20])=[CH:16][CH:15]=2)[CH:3]=1.[CH2:21]([CH2:23][NH2:24])[OH:22]>>[ClH:1].[CH3:13][O:12][C:8]1[CH:7]=[C:6]2[C:11]([C:2]([NH:24][CH2:23][CH2:21][OH:22])=[CH:3][C:4]([C:14]3[CH:19]=[CH:18][C:17]([CH3:20])=[CH:16][CH:15]=3)=[N:5]2)=[CH:10][CH:9]=1 |f:2.3|. Procedure: The title compound, m.p. 254-255° C. and MS: m/e=309.2 (M+H+), was prepared from 4-chloro-7-methoxy-2-p-tolyl-quinoline and ethanolamine. Starting materials: ClC1=C(C=NC2=CC=CC=C12)N (4-chloroquinolin-3-amine), ClC1=C(C=NC2=CC=CN=C12)N (4-chloro[1,5]naphthyridin-3-amine), Formula XX, acid halide, Z—CH2—C(O)—Hal. The product is ClC1=C(C=NC2=CC=CC=C12)[NH-] (N-(4-chloroquinolin-3-yl)amide), ClC1=C(C=NC2=CC=CN=C12)[NH-] (N-(4-chloro[1,5]naphthyridin-3-yl)amide), Formula XXI. As a reaction SMILES: [Cl:1][C:2]1[C:11]2[C:6](=[CH:7][CH:8]=[CH:9][CH:10]=2)[N:5]=[CH:4][C:3]=1[NH2:12].[Cl:13][C:14]1[C:23]2[C:18](=[CH:19][CH:20]=[CH:21][N:22]=2)[N:17]=[CH:16][C:15]=1[NH2:24]>>[Cl:1][C:2]1[C:11]2[C:6](=[CH:7][CH:8]=[CH:9][CH:10]=2)[N:5]=[CH:4][C:3]=1[NH-:12].[Cl:13][C:14]1[C:23]2[C:18](=[CH:19][CH:20]=[CH:21][N:22]=2)[N:17]=[CH:16][C:15]=1[NH-:24]. Reported procedure: In step (1) of Reaction Scheme I, a 4-chloroquinolin-3-amine or 4-chloro[1,5]naphthyridin-3-amine of Formula XX is reacted with an acid halide of Formula Hal-Z—CH2—C(O)—Hal to provide an N-(4-chloroquinolin-3-yl)amide or N-(4-chloro[1,5]naphthyridin-3-yl)amide of Formula XXI. The reaction can be carried out by heating a solution of a compound of Formula XX and the acid halide in a suitable solvent such as 1,2-dichloroethane. Some acid chlorides of Formula Hal-Z—CH2—C(O)—Hal are commercially avai... The reactants are C1(=CC=C(C=C1)S(=O)(=O)Cl)C (p-toluenesulfonyl chloride), NC1=C(C=C(C#N)C=C1)Cl (4-Amino-3-chlorobenzonitrile), O (water). The solvent is N1=CC=CC=C1 (pyridine). The product is ClC1=C(NS(=O)(=O)C2=CC=C(C=C2)C)C=CC(=C1)C#N (2′-chloro-4′-cyano-p-toluenesulfonanilide). Yield: 54.7%. Reaction SMILES: [NH2:1][C:2]1[CH:9]=[CH:8][C:5]([C:6]#[N:7])=[CH:4][C:3]=1[Cl:10].[C:11]1([CH3:21])[CH:16]=[CH:15][C:14]([S:17](Cl)(=[O:19])=[O:18])=[CH:13][CH:12]=1.O>N1C=CC=CC=1>[Cl:10][C:3]1[CH:4]=[C:5]([C:6]#[N:7])[CH:8]=[CH:9][C:2]=1[NH:1][S:17]([C:14]1[CH:15]=[CH:16][C:11]([CH3:21])=[CH:12][CH:13]=1)(=[O:19])=[O:18]. Procedure details: 4-Amino-3-chlorobenzonitrile (1.50 g (9.83 mmol)) was dissolved in 5.0 ml of pyridine. To this, p-toluenesulfonyl chloride (1.90 g (9.97 mmol)) was added under cooling with ice and with stirring. After stirring for 18 hours at room temperature, water (100 ml) was added to the reaction mixture to bring about separation of crystals. The crystals were filtered, washed with water and then dissolved in an aqueous solution of sodium hydroxide. The resulting solution was washed with diethyl ether, and ... Reactants: CN1C(=NC2=C1C=CC(=C2)[C@@H]2C/C=C/CCC[C@@H]([C@@H]([C@H](C(C(/C=C/C(O2)=O)(C)C)=O)C)O)C)C ((3E,13E)-(7R,8S,9S,16S)-16-(1,2-Dimethyl-1H-benzoimidazol-5-yl)-8-hydroxy-5,5,7,9-tetramethyl-oxacyclohexadeca-3,13-diene-2,6-dione), buffer solution, BU4N(HSO4), OCC(=O)[C@@H](O)[C@H](O)[C@H](O)CO (fructose), ketone, OOS(=O)[O-].[K+] (Oxone), C(=O)([O-])[O-].[K+].[K+] (K2CO3). Solvent: O (H2O), CC#N (CH3CN), C(CN(CC(=O)O)CC(=O)[O-])N(CC(=O)O)CC(=O)[O-].[Na+].[Na+] (Na2EDTA). Conditions: temperature 0 celsius, time 3 hour. The product is CN1C(=NC2=C1C=CC(=C2)[C@@H]2C[C@@H]1O[C@H]1CCC[C@@H]([C@@H]([C@H](C(C(/C=C/C(O2)=O)(C)C)=O)C)O)C)C ((E)-(1S,3S,10R,11S,12S,16S)-3-(1,2-Dimethyl-1H-benzoimidazol-5-yl)-11-hydroxy-8,8,10,12-tetramethyl-4,17-dioxa-bicyclo[14.1.0]heptadec-6-ene-5,9-dione). Reaction SMILES: [CH3:1][N:2]1[C:6]2[CH:7]=[CH:8][C:9]([C@H:11]3[O:26][C:25](=[O:27])[CH:24]=[CH:23][C:22]([CH3:29])([CH3:28])[C:21](=[O:30])[C@H:20]([CH3:31])[C@@H:19]([OH:32])[C@@H:18]([CH3:33])[CH2:17][CH2:16][CH2:15][CH:14]=[CH:13][CH2:12]3)=[CH:10][C:5]=2[N:4]=[C:3]1[CH3:34].[OH:35]CC([C@H]([C@@H]([C@@H](CO)O)O)O)=O.OOS([O-])=O.[K+].C([O-])([O-])=O.[K+].[K+]>CC#N.C(N(CC([O-])=O)CC(O)=O)CN(CC([O-])=O)CC(O)=O.[Na+].[Na+].O>[CH3:1][N:2]1[C:6]2[CH:7]=[CH:8][C:9]([C@H:11]3[O:26][C:25](=[O:27])[CH:24]=[CH:23][C:22]([CH3:28])([CH3:29])[C:21](=[O:30])[C@H:20]([CH3:31])[C@@H:19]([OH:32])[C@@H:18]([CH3:33])[CH2:17][CH2:16][CH2:15][C@H:14]4[C@@H:13]([O:35]4)[CH2:12]3)=[CH:10][C:5]=2[N:4]=[C:3]1[CH3:34] |f:2.3,4.5.6,8.9.10|. Procedure: To a solution of 55 (40 mg, 0.0857 mmol) in 1.3 mL CH3CN/DMM—1/1 at rt were added successively 0.8 mL of a buffer solution (Na2B4O7.10 H2O [0.05M] in Na2EDTA [4.10−4M]), BU4N(HSO4) (1.2 mg, 0.003 mmol) and fructose-derived ketone (17.7 mg, 0.0685 mmol). The reaction mixture is cooled to 0° C. and were added separately, in a same time over 1 h30, Oxone® (73.8 mg, 0.120 mmol) in 1 mL Na2EDTA and K2CO3 (68.7 mg, 0.497 mmol) in 1 mL H2O. The solution is stirred 3 h at 0° C. and then is quenched with... The reactants are CCCCCC, CN(C)C=O, O=C(c1cccc(C(F)(F)F)c1Cl)N1CCn2ccnc2C1, O=C1CCC(=O)N1Br. Yields the product O=C(c1cccc(C(F)(F)F)c1Cl)N1CCn2c(Br)cnc2C1. As a reaction SMILES: [CH3:31][CH2:32][CH2:33][CH2:34][CH2:35][CH3:36].[CH3:37][N:38]([CH3:39])[CH:40]=[O:41].[Cl:1][c:2]1[c:3]([C:12](=[O:13])[N:14]2[CH2:15][c:16]3[n:17]([cH:20][cH:21][n:22]3)[CH2:18][CH2:19]2)[cH:4][cH:5][cH:6][c:7]1[C:8]([F:9])([F:10])[F:11].[O:23]=[C:24]1[N:25]([Br:30])[C:26](=[O:27])[CH2:28][CH2:29]1>>[Cl:1][c:2]1[c:3]([C:12](=[O:13])[N:14]2[CH2:15][c:16]3[n:17]([c:20]([Br:30])[cH:21][n:22]3)[CH2:18][CH2:19]2)[cH:4][cH:5][cH:6][c:7]1[C:8]([F:9])([F:10])[F:11]. The reactants are C[Si](CCC1(C(C(=C(N(C1C)C1=CC(=CC=C1)C(F)(F)F)N)C(=O)OCC)C1=CC=C(C=C1)C#N)C(=O)[O-])(C)C (3-Ethyl 5-[2-(trimethylsilyl)ethyl]2-amino-4-(4-cyanophenyl)-6-methyl-1-[3-(trifluoromethyl)phenyl]-1,4-dihydro-3,5-pyridinedicarboxylate), solution, N,N-tributyl-1-butanaminiumfluoride. The solvent is O1CCCC1 (tetrahydrofuran), O1CCCC1 (tetrahydrofuran). Run at time 5 minute. Yields the product NC1=C(C(C(=C(N1C1=CC(=CC=C1)C(F)(F)F)C)C(=O)O)C1=CC=C(C=C1)C#N)C(=O)OCC (6-Amino-4-(4-cyanophenyl)-5-(ethoxycarbonyl)-2-methyl-1-[3-(trifluoromethyl)-phenyl]-1,4-dihydro-3-pyridinecarboxylic acid). Reaction SMILES: C[Si](C)(C)CC[C:5]1([C:36]([O-:38])=[O:37])[CH:10]([CH3:11])[N:9]([C:12]2[CH:17]=[CH:16][CH:15]=[C:14]([C:18]([F:21])([F:20])[F:19])[CH:13]=2)[C:8]([NH2:22])=[C:7]([C:23]([O:25][CH2:26][CH3:27])=[O:24])[CH:6]1[C:28]1[CH:33]=[CH:32][C:31]([C:34]#[N:35])=[CH:30][CH:29]=1>O1CCCC1>[NH2:22][C:8]1[N:9]([C:12]2[CH:17]=[CH:16][CH:15]=[C:14]([C:18]([F:21])([F:20])[F:19])[CH:13]=2)[C:10]([CH3:11])=[C:5]([C:36]([OH:38])=[O:37])[CH:6]([C:28]2[CH:29]=[CH:30][C:31]([C:34]#[N:35])=[CH:32][CH:33]=2)[C:7]=1[C:23]([O:25][CH2:26][CH3:27])=[O:24]. Procedure: To a solution of 410 mg (0.72 mmol) of the compound of Example 58 in 1.4 ml absolute tetrahydrofuran are added 1.43 ml (1.43 mmol) of a 1 M solution of N,N-tributyl-1-butanaminiumfluoride in tetrahydrofuran under argon at 0° C. After 5 minutes at 0° C., the reaction mixture is stirred at room temperature overnight. The solvent is removed in vacuo and the residue is purified by column chromatography on silica with dichloromethane/methanol 100:1→100:6 mixtures as eluent. The product containing fra...